From a dataset of the Open Reaction Database (ORD), a public repository of structured organic reaction records. describe an organic reaction: reactants, conditions, products, and yield The reactants are Nc1cnc2cc(Br)ccc2c1NCC1CCOCC1, O=C(Cl)CCl, ClCCl. The product is O=C(CCl)Nc1cnc2cc(Br)ccc2c1NCC1CCOCC1. RXN SMILES: [Br:6][c:7]1[cH:8][cH:9][c:10]2[c:11]([NH:18][CH2:19][CH:20]3[CH2:21][CH2:22][O:23][CH2:24][CH2:25]3)[c:12]([NH2:17])[cH:13][n:14][c:15]2[cH:16]1.[Cl:1][CH2:2][C:3](=[O:4])[Cl:5].[Cl:26][CH2:27][Cl:28]>>[Cl:1][CH2:2][C:3](=[O:4])[NH:17][c:12]1[c:11]([NH:18][CH2:19][CH:20]2[CH2:21][CH2:22][O:23][CH2:24][CH2:25]2)[c:10]2[cH:9][cH:8][c:7]([Br:6])[cH:16][c:15]2[n:14][cH:13]1. Product: ClC=1C=C(C=CC1)C1(CCN(CC1)C(=O)OC(C)(C)C)C#N (tert-butyl 4-(3-chlorophenyl)-4-cyanopiperidine-1-carboxylate). RXN SMILES: [H-].[Na+].[Cl:3][C:4]1[CH:5]=[C:6]([CH2:10][C:11]#[N:12])[CH:7]=[CH:8][CH:9]=1.C1OCCOCCOCCOCCOC1.[Na+].[I-].Cl[CH2:31][CH2:32][N:33]([CH2:41][CH2:42]Cl)[C:34](=[O:40])[O:35][C:36]([CH3:39])([CH3:38])[CH3:37].[NH4+].[Cl-]>CN(C=O)C.CCOC(C)=O>[Cl:3][C:4]1[CH:5]=[C:6]([C:10]2([C:11]#[N:12])[CH2:42][CH2:41][N:33]([C:34]([O:35][C:36]([CH3:38])([CH3:37])[CH3:39])=[O:40])[CH2:32][CH2:31]2)[CH:7]=[CH:8][CH:9]=1 |f:0.1,4.5,7.8|. Reaction conditions: time 35 minute. Reactants: [NH4+].[Cl-] (NH4Cl), [Na+].[I-] (NaI), ClCCN(C(OC(C)(C)C)=O)CCCl (tert-butyl bis(2-chloroethyl)carbamate), [H-].[Na+] (NaH), ClC=1C=C(C=CC1)CC#N (2-(3-chlorophenyl)acetonitrile), C1COCCOCCOCCOCCO1 (15-crown-5). Solvent: CN(C)C=O (DMF), CCOC(=O)C (EtOAc), CN(C)C=O (DMF). Isolated yield 79.7%. Reported procedure: 60% NaH (2.31 g, 57.7 mmol) was added in 2 portions to a 0° C. solution of 2-(3-chlorophenyl)acetonitrile (3.50 g, 23.1 mmol) and 15-crown-5 (0.509 g, 2.31 mmol) in DMF (80 mL). The reaction mixture was warmed to room temperature while stirring for 35 minutes and then cooled back to 0° C. NaI (3.46 g, 23.1 mmol) was added, followed by the addition of a solution of freshly prepared tert-butyl bis(2-chloroethyl)carbamate (5.59 g, 23.1 mmol) in DMF (10 mL) by syringe. The reaction mixture warmed ba... Starting materials: O=C1CCC(=O)N1Br, O=C(OOC(=O)c1ccccc1)c1ccccc1, ClC(Cl)(Cl)Cl, COc1cc(C)nc(-c2ccc(C)cc2)n1. Product: COc1cc(C)nc(-c2ccc(CBr)cc2)n1. RXN SMILES: [Br:1][N:2]1[C:3](=[O:4])[CH2:5][CH2:6][C:7]1=[O:8].[C:25]([O:26][O:27][C:28](=[O:29])[c:30]1[cH:31][cH:32][cH:33][cH:34][cH:35]1)(=[O:36])[c:37]1[cH:38][cH:39][cH:40][cH:41][cH:42]1.[C:43]([Cl:44])([Cl:45])([Cl:46])[Cl:47].[CH3:9][O:10][c:11]1[n:12][c:13](-[c:18]2[cH:19][cH:20][c:21]([CH3:24])[cH:22][cH:23]2)[n:14][c:15]([CH3:17])[cH:16]1>>[Br:1][CH2:24][c:21]1[cH:20][cH:19][c:18](-[c:13]2[n:12][c:11]([O:10][CH3:9])[cH:16][c:15]([CH3:17])[n:14]2)[cH:23][cH:22]1. Reactants: OC(=O)C(F)(F)F.ClC1=C(C=C(C(=C1)N(C)C)F)C1=C(C(=NC=C1)OS(=O)(=O)C(F)(F)F)[N+](=O)[O-] (Trifluoro-methanesulfonic acid 4-(2-chloro-4-dimethylamino-5-fluoro-phenyl)-3-nitro-pyridin-2-yl ester TFA), Cl.C1(CCC1)[C@@H](C)N ((R)-1-cyclobutyl-ethylamine HCl). Product: ClC1=C(C=C(C(=C1)N(C)C)F)C1=C(C(=NC=C1)N[C@H](C)C1CCC1)[N+](=O)[O-] ((R)-[4-(2-Chloro-4-dimethylamino-5-fluoro-phenyl)-3-nitro-pyridin-2-yl]-(1-cyclobutyl-ethyl)-amine). Isolated yield 48.8%. RXN SMILES: OC(C(F)(F)F)=O.[Cl:8][C:9]1[CH:14]=[C:13]([N:15]([CH3:17])[CH3:16])[C:12]([F:18])=[CH:11][C:10]=1[C:19]1[CH:24]=[CH:23][N:22]=[C:21](OS(C(F)(F)F)(=O)=O)[C:20]=1[N+:33]([O-:35])=[O:34].Cl.[CH:37]1([C@H:41]([NH2:43])[CH3:42])[CH2:40][CH2:39][CH2:38]1>>[Cl:8][C:9]1[CH:14]=[C:13]([N:15]([CH3:17])[CH3:16])[C:12]([F:18])=[CH:11][C:10]=1[C:19]1[CH:24]=[CH:23][N:22]=[C:21]([NH:43][C@@H:41]([CH:37]2[CH2:40][CH2:39][CH2:38]2)[CH3:42])[C:20]=1[N+:33]([O-:35])=[O:34] |f:0.1,2.3|. Procedure details: Trifluoro-methanesulfonic acid 4-(2-chloro-4-dimethylamino-5-fluoro-phenyl)-3-nitro-pyridin-2-yl ester TFA (1.1 g, 2.49 mmol) and (R)-1-cyclobutyl-ethylamine HCl (225 mg, 1.7 mmol) were treated substantially as described in Part C of Example 19a to produce 326 mg of crude (R)-[4-(2-Chloro-4-dimethylamino-5-fluoro-phenyl)-3-nitro-pyridin-2-yl]-(1-cyclobutyl-ethyl)-amine. Reactants: [BH4-], CCOC(C)=O, [Na+], C1CCOC1, O=Cc1ccc(S(=O)(=O)c2ccccc2)cc1. The product is O=S(=O)(c1ccccc1)c1ccc(CO)cc1. RXN SMILES: [BH4-:1].[CH3:25][CH2:26][O:27][C:28](=[O:29])[CH3:30].[Na+:2].[O:20]1[CH2:21][CH2:22][CH2:23][CH2:24]1.[c:3]1([S:9](=[O:10])(=[O:11])[c:12]2[cH:13][cH:14][c:15]([CH:16]=[O:17])[cH:18][cH:19]2)[cH:4][cH:5][cH:6][cH:7][cH:8]1>>[c:3]1([S:9](=[O:10])(=[O:11])[c:12]2[cH:13][cH:14][c:15]([CH2:16][OH:17])[cH:18][cH:19]2)[cH:4][cH:5][cH:6][cH:7][cH:8]1. The reactants are CC(C)(C)O, Cc1cc(C)cc(Nc2nccc(-c3nc(CO)cs3)n2)c1, ClCCl. Product: Cc1cc(C)cc(Nc2nccc(-c3nc(C=O)cs3)n2)c1. As a reaction SMILES: [C:23]([OH:24])([CH3:25])([CH3:26])[CH3:27].[CH3:1][c:2]1[cH:3][c:4]([NH:9][c:10]2[n:11][cH:12][cH:13][c:14](-[c:16]3[s:17][cH:18][c:19]([CH2:21][OH:22])[n:20]3)[n:15]2)[cH:5][c:6]([CH3:8])[cH:7]1.[Cl:28][CH2:29][Cl:30]>>[CH3:1][c:2]1[cH:3][c:4]([NH:9][c:10]2[n:11][cH:12][cH:13][c:14](-[c:16]3[s:17][cH:18][c:19]([CH:21]=[O:22])[n:20]3)[n:15]2)[cH:5][c:6]([CH3:8])[cH:7]1. Reactants: solution, C(CCC)[Li] (n-butyl lithium), CCCCCC (n-hexane), COC1=CC(=CC=C1)OC (1,3-dimethoxybenzene), C(Br)(Br)(Br)Br (carbon tetrabromide). The solvent is C(C)(=O)OCC (ethyl acetate), O (water), C(C)OCC (diethyl ether), C(C)OCC (diethyl ether). Conditions: temperature 0 celsius, time 20 hour. The product is BrC1=C(C=CC=C1OC)OC (1-bromo-2,6-dimethoxybenzene). The yield is 57.3%. Reaction SMILES: [CH3:1][O:2][C:3]1[CH:8]=[CH:7][CH:6]=[C:5]([O:9][CH3:10])[CH:4]=1.C([Li])CCC.CCCCCC.C(Br)(Br)(Br)[Br:23]>C(OCC)C.C(OCC)(=O)C.O>[Br:23][C:4]1[C:3]([O:2][CH3:1])=[CH:8][CH:7]=[CH:6][C:5]=1[O:9][CH3:10]. Reported procedure: In a solution of 1,3-dimethoxybenzene (3.0 g, 21.7 mmol) dissolved in diethyl ether (90 ml), a 1.65M solution of n-butyl lithium in n-hexane (19.8 ml, 32.7 mmol of n-butyl lithium) was added at room temperature, and a reaction mixture was heated to reflux for 4 hours. After cooling the reaction mixture to 0° C., a solution of carbon tetrabromide (15.8 g, 47.7 mmol) in diethyl ether (60 ml) was added to the mixture, and stirred at room temperature for 20 hours. A small amount of water was added t... Starting materials: N1CCCC2=CC=CC=C12 (tetrahydroquinoline), C1(=CC=CC=C1)C=O (PhCHO). Run at temperature 165 celsius. Yields the product C(C1=CC=CC=C1)=C1CCCC=2C=CC(=NC12)C=CC1=CC=CC=C1 (8-Benzylidene-2-styryl-5,6,7,8-tetrahydroquinoline). Isolated yield 197.8%. As a reaction SMILES: [NH:1]1[C:10]2[C:5](=[CH:6][CH:7]=[CH:8][CH:9]=2)[CH2:4][CH2:3][CH2:2]1.[C:11]1([CH:17]=O)[CH:16]=[CH:15][CH:14]=[CH:13][CH:12]=1>>[CH:17](=[C:9]1[C:10]2[N:1]=[C:2]([CH:3]=[CH:4][C:5]3[CH:10]=[CH:9][CH:8]=[CH:7][CH:6]=3)[CH:3]=[CH:4][C:5]=2[CH2:6][CH2:7][CH2:8]1)[C:11]1[CH:16]=[CH:15][CH:14]=[CH:13][CH:12]=1. Procedure details: A 1 L round-bottomed flask equipped with a stirring bar, condenser and nitrogen gas inlet was charged with 2-methyl-5,6,7,8-tetrahydroquinoline (2, 80.5 g, 0.547 mol), PhCHO (222 mL, 2.19 mol), and Ac20 (206 mL, 2.19 mol). The mixture was heated under reflux at 160-170° C. under nitrogen atmosphere for 5 days. Then all volatile materials were removed by distillation under atmospheric pressure at ˜170° C. The residue was mixed with hot EtOH (200 mL) and stirred at 70° C. The stirred solution was ... Reactants: CC(C)(C)S(N)=O, COc1ccc(C=O)nc1, ClCCl. Yields the product COc1ccc(C=NS(=O)C(C)(C)C)nc1. As a reaction SMILES: [C:1]([CH3:2])([CH3:3])([CH3:4])[S:5](=[O:6])[NH2:7].[CH3:8][O:9][c:10]1[cH:11][cH:12][c:13]([CH:16]=[O:17])[n:14][cH:15]1.[Cl:18][CH2:19][Cl:20]>>[C:1]([CH3:2])([CH3:3])([CH3:4])[S:5](=[O:6])[N:7]=[CH:16][c:13]1[cH:12][cH:11][c:10]([O:9][CH3:8])[cH:15][n:14]1. The reactants are FC=1C=C(C=CC1)C1=NN(C2=CC=C(C=C12)C(=O)OC)C(C1=CC=CC=C1)(C1=CC=CC=C1)C1=CC=CC=C1 (methyl 3-(3-fluorophenyl)-1-trityl-1H-5-indazolecarboxylate), [H-].[Al+3].[Li+].[H-].[H-].[H-] (lithium aluminium hydride), S(=O)(=O)([O-])[O-].[Na+].[Na+] (sodium sulfate). Solvent: O1CCCC1 (tetrahydrofuran). Conditions: time 30 minute. Yields the product FC=1C=C(C=CC1)C1=NN(C2=CC=C(C=C12)CO)C(C1=CC=CC=C1)(C1=CC=CC=C1)C1=CC=CC=C1 ([3-(3-Fluorophenyl)-1-trityl-1H-5-indazolyl]methanol). Isolated yield 92.6%. Reaction SMILES: [F:1][C:2]1[CH:3]=[C:4]([C:8]2[C:16]3[C:11](=[CH:12][CH:13]=[C:14]([C:17](OC)=[O:18])[CH:15]=3)[N:10]([C:21]([C:34]3[CH:39]=[CH:38][CH:37]=[CH:36][CH:35]=3)([C:28]3[CH:33]=[CH:32][CH:31]=[CH:30][CH:29]=3)[C:22]3[CH:27]=[CH:26][CH:25]=[CH:24][CH:23]=3)[N:9]=2)[CH:5]=[CH:6][CH:7]=1.[H-].[Al+3].[Li+].[H-].[H-].[H-].S([O-])([O-])(=O)=O.[Na+].[Na+]>O1CCCC1>[F:1][C:2]1[CH:3]=[C:4]([C:8]2[C:16]3[C:11](=[CH:12][CH:13]=[C:14]([CH2:17][OH:18])[CH:15]=3)[N:10]([C:21]([C:34]3[CH:35]=[CH:36][CH:37]=[CH:38][CH:39]=3)([C:28]3[CH:29]=[CH:30][CH:31]=[CH:32][CH:33]=3)[C:22]3[CH:27]=[CH:26][CH:25]=[CH:24][CH:23]=3)[N:9]=2)[CH:5]=[CH:6][CH:7]=1 |f:1.2.3.4.5.6,7.8.9|. Procedure details: Under ice-cooling, a solution of 3.85 g of methyl 3-(3-fluorophenyl)-1-trityl-1H-5-indazolecarboxylate in 40 ml tetrahydrofuran was added 535 mg of lithium aluminium hydride, and the mixture was stirred at the same temperature for 5 minutes and at room temperature for further 30 minutes. The reaction mixture was ice-cooled, saturated aqueous sodium sulfate solution was added, aluminium hydroxide was precipitated, and the organic layer was decanted. To the residue was added 20 ml of tetrahydrofur...